Dataset: the Open Reaction Database (ORD), a public repository of structured organic reaction records. Task: describe an organic reaction: reactants, conditions, products, and yield Procedure details: A mixture of 2,6-difluoroaniline (0.5 g, 3.9 mmol), TMSCN (0.72 mL, 5.8 mmol), and cyclobutanone (0.43 mL, 5.8 mmol) was heated to 90° C. overnight. The mixture was poured in water and the aqueous layer was extracted with EtOAc (3×). The organics were combined, washed with brine. (2×), dried over sodium sulfate, and evaporated to dryness. The residue was purified by column chromatography on silica gel eluting with 0 to 20% EtOAc/hexanes to afford 0.7 g of 1-((2,6-difluorophenyl)amino)cyclobutane... Reactants: FC1=C(N)C(=CC=C1)F (2,6-difluoroaniline), [Si](C)(C)(C)C#N (TMSCN), C1(CCC1)=O (cyclobutanone). Product: FC1=C(C(=CC=C1)F)NC1(CCC1)C#N (1-((2,6-difluorophenyl)amino)cyclobutanecarbonitrile). Run at temperature 90 celsius. Isolated yield 86.2%. Reaction SMILES: [F:1][C:2]1[CH:8]=[CH:7][CH:6]=[C:5]([F:9])[C:3]=1[NH2:4].[Si]([C:14]#[N:15])(C)(C)C.[C:16]1(=O)[CH2:19][CH2:18][CH2:17]1>O>[F:1][C:2]1[CH:8]=[CH:7][CH:6]=[C:5]([F:9])[C:3]=1[NH:4][C:16]1([C:14]#[N:15])[CH2:19][CH2:18][CH2:17]1. Solvent: O (water). Reactants: NC1=C(C=CC=C1[N+](=O)[O-])O (2-amino-3-nitro-phenol), N1C=NC=C1 (imidazole), Cl[Si](C(C)C)(C(C)C)C(C)C (chloro-triisopropyl-silane). Run in O1CCCC1 (tetrahydrofuran). Product: [N+](=O)([O-])C1=C(C(=CC=C1)O[Si](C(C)C)(C(C)C)C(C)C)N (2-Nitro-6-triisopropylsilanyloxy-phenylamine). The yield is 105.4%. RXN SMILES: [NH2:1][C:2]1[C:7]([N+:8]([O-:10])=[O:9])=[CH:6][CH:5]=[CH:4][C:3]=1[OH:11].N1C=CN=C1.Cl[Si:18]([CH:25]([CH3:27])[CH3:26])([CH:22]([CH3:24])[CH3:23])[CH:19]([CH3:21])[CH3:20]>O1CCCC1>[N+:8]([C:7]1[CH:6]=[CH:5][CH:4]=[C:3]([O:11][Si:18]([CH:25]([CH3:27])[CH3:26])([CH:22]([CH3:24])[CH3:23])[CH:19]([CH3:21])[CH3:20])[C:2]=1[NH2:1])([O-:10])=[O:9]. Procedure: A solution of 2-amino-3-nitro-phenol (42.9 g, 278 mmol) and imidazole (28.4 g, 417 mmol) in tetrahydrofuran (750 ml) was treated with chloro-triisopropyl-silane (62.3 g, 323 mmol). After 18 hours the mixture was filtered, diluted with ethyl acetate, washed with water, dried and evaporated to give an oil (91 g). Starting materials: Br, Cc1ccc(CC(CO)NCc2ccccc2)cc1O, CO. Yields the product Br, Cc1ccc(CC(N)CO)cc1O. RXN SMILES: [BrH:1].[CH2:2]([c:3]1[cH:4][cH:5][cH:6][cH:7][cH:8]1)[NH:9][CH:10]([CH2:11][OH:12])[CH2:13][c:14]1[cH:15][c:16]([OH:21])[c:17]([CH3:20])[cH:18][cH:19]1.[CH3:22][OH:23]>>[BrH:1].[NH2:9][CH:10]([CH2:11][OH:12])[CH2:13][c:14]1[cH:15][c:16]([OH:21])[c:17]([CH3:20])[cH:18][cH:19]1. The reactants are Cl.Cl.CN1CCN(CC1)CC1=CC=C(C(=O)O)C=C1 (4-(4-methylpiperazin-1-ylmethyl) benzoic acid dihydrochloride), S(=O)(Cl)Cl (thionyl chloride), CN(C=O)C (N,N-dimethylformamide). Run in ClCCl (dichloromethane). Yields the product Cl.Cl.CN1CCN(CC1)CC1=CC=C(C(=O)Cl)C=C1 (4-(4-methylpiperazin-1-ylmethyl)benzoyl chloride dihydrochloride). RXN SMILES: [ClH:1].Cl.[CH3:3][N:4]1[CH2:9][CH2:8][N:7]([CH2:10][C:11]2[CH:19]=[CH:18][C:14]([C:15](O)=[O:16])=[CH:13][CH:12]=2)[CH2:6][CH2:5]1.S(Cl)([Cl:22])=O.CN(C)C=O>ClCCl>[ClH:22].[ClH:1].[CH3:3][N:4]1[CH2:9][CH2:8][N:7]([CH2:10][C:11]2[CH:19]=[CH:18][C:14]([C:15]([Cl:22])=[O:16])=[CH:13][CH:12]=2)[CH2:6][CH2:5]1 |f:0.1.2,6.7.8|. Procedure: A mixture of 4-(4-methylpiperazin-1-ylmethyl) benzoic acid dihydrochloride (150 g), thionyl chloride (600 ml) and N,N-dimethylformamide (37.2 ml) was refluxed for 20 hours. After completion of reaction, the reaction mass was distilled out completely under vacuum to give residue which was diluted with dichloromethane (300 ml). The solid thus precipitated was filtered and washed to give 135 g of the title compound. Starting materials: CO, CCCC1=CCC(C(=O)NC(C(C)Cl)C2OC(SC)C(O)C(O)C2O)NCC1. The product is CCCC1CCNC(C(=O)NC(C(C)Cl)C2OC(SC)C(O)C(O)C2O)CC1. Reaction SMILES: [CH3:29][OH:30].[Cl:1][CH:2]([CH:3]([CH:4]1[O:5][CH:6]([S:13][CH3:14])[CH:7]([OH:12])[CH:8]([OH:11])[CH:9]1[OH:10])[NH:15][C:16](=[O:17])[CH:18]1[NH:19][CH2:20][CH2:21][C:22]([CH2:25][CH2:26][CH3:27])=[CH:23][CH2:24]1)[CH3:28]>>[Cl:1][CH:2]([CH:3]([CH:4]1[O:5][CH:6]([S:13][CH3:14])[CH:7]([OH:12])[CH:8]([OH:11])[CH:9]1[OH:10])[NH:15][C:16](=[O:17])[CH:18]1[NH:19][CH2:20][CH2:21][CH:22]([CH2:25][CH2:26][CH3:27])[CH2:23][CH2:24]1)[CH3:28].